This data is from the Open Reaction Database (ORD), a public repository of structured organic reaction records. The task is: describe an organic reaction: reactants, conditions, products, and yield Reactants: C(C1=CC=CC=C1)OC=1C=C(C=C(C1OCCC)S(=O)(=O)CCC)C1CCC(=O)O1 (4-(3-benzyloxy-4-propoxy-5-propylsulfonylphenyl) butyrolactone), CC(C)C[AlH]CC(C)C (DIBAL-H). Solvent: C1(=CC=CC=C1)C (toluene), C1(=CC=CC=C1)C (toluene). Conditions: temperature -20 celsius, time 1 hour. Product: OC1OC(CC1)C1=CC(=C(C(=C1)S(=O)(=O)CCC)OCCC)OCC1=CC=CC=C1 (2-hydroxy-5-(3-benzyloxy-4-propoxy-5-propylsulfonylphenyl) Tetrahydrofuran). RXN SMILES: [CH2:1]([O:8][C:9]1[CH:10]=[C:11]([CH:25]2[O:30][C:28](=[O:29])[CH2:27][CH2:26]2)[CH:12]=[C:13]([S:19]([CH2:22][CH2:23][CH3:24])(=[O:21])=[O:20])[C:14]=1[O:15][CH2:16][CH2:17][CH3:18])[C:2]1[CH:7]=[CH:6][CH:5]=[CH:4][CH:3]=1.CC(C[AlH]CC(C)C)C>C1(C)C=CC=CC=1>[OH:29][CH:28]1[CH2:27][CH2:26][CH:25]([C:11]2[CH:12]=[C:13]([S:19]([CH2:22][CH2:23][CH3:24])(=[O:21])=[O:20])[C:14]([O:15][CH2:16][CH2:17][CH3:18])=[C:9]([O:8][CH2:1][C:2]3[CH:3]=[CH:4][CH:5]=[CH:6][CH:7]=3)[CH:10]=2)[O:30]1. Procedure: To a solution of 4-(3-benzyloxy-4-propoxy-5-propylsulfonylphenyl) butyrolactone (6.90 g, 0.015 mol) in dry toluene (65 ml) at −78° C. was added 0.9 M toluene solution of DIBAL-H (3.40 g, 26.61 ml) dropwise at −78° C. and stirred for 1 h. Upon completion, the reaction was quenched by adding methanol (7 ml) at −78° C. The mixture was warmed to −20° C. followed by the addition of saturated sodium potassium tartarate solution while maintaining the temperature between −10° C. and 0° C. The mixture wa... Reactants: Fc1cc(Br)ccc1OCc1ccccc1, c1ccc(COc2cccc3[nH]ccc23)cc1, CNC1CCCCC1NC, Cc1ccccc1, [Cu]I, [K+], [K+], [K+], O=P([O-])([O-])[O-]. Product: Fc1cc(-n2ccc3c(OCc4ccccc4)cccc32)ccc1OCc1ccccc1. As a reaction SMILES: [Br:18][c:19]1[cH:20][c:21]([F:33])[c:22]([O:25][CH2:26][c:27]2[cH:28][cH:29][cH:30][cH:31][cH:32]2)[cH:23][cH:24]1.[CH2:1]([c:2]1[cH:3][cH:4][cH:5][cH:6][cH:7]1)[O:8][c:9]1[c:10]2[cH:11][cH:12][nH:13][c:14]2[cH:15][cH:16][cH:17]1.[CH3:42][NH:43][CH:44]1[CH2:45][CH2:46][CH2:47][CH2:48][CH:49]1[NH:50][CH3:51].[CH3:52][c:53]1[cH:54][cH:55][cH:56][cH:57][cH:58]1.[Cu:59][I:60].[K+:39].[K+:40].[K+:41].[P:34]([O-:35])([O-:36])([O-:37])=[O:38]>>[CH2:1]([c:2]1[cH:3][cH:4][cH:5][cH:6][cH:7]1)[O:8][c:9]1[c:10]2[cH:11][cH:12][n:13](-[c:19]3[cH:20][c:21]([F:33])[c:22]([O:25][CH2:26][c:27]4[cH:28][cH:29][cH:30][cH:31][cH:32]4)[cH:23][cH:24]3)[c:14]2[cH:15][cH:16][cH:17]1.